Dataset: the Open Reaction Database (ORD), a public repository of structured organic reaction records. Task: describe an organic reaction: reactants, conditions, products, and yield The reactants are O (water), [O-]S(=O)S(=O)[O-].[Na+].[Na+] (Na2S2O4), ClC1=C(C=CC=C1)C1=NN2C(N=CNC2=O)=C1 (7-(2-chlorophenyl)-3H-pyrazolo[1,5-a][1,3,5]-triazin-4-one), IN1C(CCC1=O)=O (N-iodosuccinimide). The solvent is C(Cl)Cl (methylene chloride), C(Cl)(Cl)Cl (chloroform). Reaction conditions: time 15 minute. The product is ClC1=C(C=CC=C1)C1=NN2C(N=CNC2=O)=C1I (7-(2-Chlorophenyl)-8-iodo-3H-pyrazolo[1,5-a][1,3,5]triazin-4-one). Isolated yield 96.6%. As a reaction SMILES: [Cl:1][C:2]1[CH:7]=[CH:6][CH:5]=[CH:4][C:3]=1[C:8]1[CH:17]=[C:11]2[N:12]=[CH:13][NH:14][C:15](=[O:16])[N:10]2[N:9]=1.[I:18]N1C(=O)CCC1=O.O.[O-]S(S([O-])=O)=O.[Na+].[Na+]>C(Cl)(Cl)Cl.C(Cl)Cl>[Cl:1][C:2]1[CH:7]=[CH:6][CH:5]=[CH:4][C:3]=1[C:8]1[C:17]([I:18])=[C:11]2[N:12]=[CH:13][NH:14][C:15](=[O:16])[N:10]2[N:9]=1 |f:3.4.5|. Procedure: To a suspension of 7-(2-chlorophenyl)-3H-pyrazolo[1,5-a][1,3,5]-triazin-4-one (I-3A-9c; 2.59 g, 10.5 mmol) in chloroform (115 ml) cooled in an ice bath was added N-iodosuccinimide (2.36 g, 10.5 mmol), portionwise, over 15 minutes. After stirring for 3 hours, the reaction was added to stirring water and methylene chloride. A solution of saturated aqueous Na2S2O4 was added until the color remained light yellow. The solid precipitate that was dispersed in the aqueous phase was collected by vacuum f... The reactants are NC1=CC=C(C=C1)C(=O)N1C2CC(CC(C1)(C2)C)(C)C ((4-amino-phenyl)-(1,3,3-trimethyl-6-aza-bicyclo[3.2.1]oct-6-yl)-methanone), C(C1=CC=NC=C1)(=O)Cl (isonicotinoyl chloride). The solvent is C1CCOC1 (THF), C1CCOC1 (THF). Conditions: time 2 hour. The product is CC12CC(CC(N(C1)C(=O)C1=CC=C(C=C1)NC(C1=CC=NC=C1)=O)C2)(C)C (N-[4-(1,3,3-Trimethyl-6-aza-bicyclo[3.2.1]octane-6-carbonyl)-phenyl]-isonicotinamide). RXN SMILES: [NH2:1][C:2]1[CH:7]=[CH:6][C:5]([C:8]([N:10]2[CH2:16][C:15]3([CH3:18])[CH2:17][CH:11]2[CH2:12][C:13]([CH3:20])([CH3:19])[CH2:14]3)=[O:9])=[CH:4][CH:3]=1.[C:21](Cl)(=[O:28])[C:22]1[CH:27]=[CH:26][N:25]=[CH:24][CH:23]=1>C1COCC1>[CH3:18][C:15]12[CH2:17][CH:11]([N:10]([C:8]([C:5]3[CH:4]=[CH:3][C:2]([NH:1][C:21](=[O:28])[C:22]4[CH:27]=[CH:26][N:25]=[CH:24][CH:23]=4)=[CH:7][CH:6]=3)=[O:9])[CH2:16]1)[CH2:12][C:13]([CH3:20])([CH3:19])[CH2:14]2. Procedure details: To a solution of (4-amino-phenyl)-(1,3,3-trimethyl-6-aza-bicyclo[3.2.1]oct-6-yl)-methanone (400 mg, 1.47 mmol) in dry THF (25 ml) was added dropwise a solution of isonicotinoyl chloride (312 mg, 2.20 mmol) in dry THF (20 ml). The mixture was stirred for 2 hrs. and evaporated followed by addition of water 20 (ml). The aqueous phase was extracted with EtOAc (2×20 ml) and the combined organic phases were dried (Na2SO4), filtered and evaporated in vacuo. The resulting residue was purified by column ... Starting materials: COC(=O)C1CCNCC1, CC1=C(C=CC(=C1)Br)F. Reagents/catalysts: CC(C)(C)[O-].[Na+], C1=CC=C(C=C1)P(C2=CC=CC=C2)C3=C(C4=CC=CC=C4C=C3)C5=C(C=CC6=CC=CC=C65)P(C7=CC=CC=C7)C8=CC=CC=C8, C1=CC=C(C=C1)/C=C/C(=O)/C=C/C2=CC=CC=C2.C1=CC=C(C=C1)/C=C/C(=O)/C=C/C2=CC=CC=C2.C1=CC=C(C=C1)/C=C/C(=O)/C=C/C2=CC=CC=C2.[Pd].[Pd]. The solvent is CC1=CC=CC=C1. Conditions: temperature 110 celsius. Product: CC1=C(C=CC(=C1)N2CCC(CC2)C(=O)OC)F. Yield: 0.0%. Procedure details: In a 100 mL round-bottomed flask methyl piperidine-4-carboxylate (2.2 g, 15.36 mmol),4-bromo-1-fluoro-2-methylbenzene (1.954 mL, 15.36 mmol),Pd2(dba)3 (0.521 g, 0.57 mmol),BINAP (0.574 g, 0.92 mmol) and sodium tert-butoxide (4.43 g, 46.09 mmol) was taken in toluene (10 mL) under N2.The resulting reaction was stirred at 110 °C for 3 hrs.  LCMS did not show product MS.Material was discrded.